The task is: describe an organic reaction: reactants, conditions, products, and yield. This data is from the Open Reaction Database (ORD), a public repository of structured organic reaction records. Starting materials: Nc1ccc(N2CCC(O)CC2)nc1, O=C(O)c1nc(-c2ccccc2)oc1C(F)(F)F. The product is O=C(Nc1ccc(N2CCC(O)CC2)nc1)c1nc(-c2ccccc2)oc1C(F)(F)F. RXN SMILES: [NH2:19][c:20]1[cH:21][cH:22][c:23]([N:26]2[CH2:27][CH2:28][CH:29]([OH:32])[CH2:30][CH2:31]2)[n:24][cH:25]1.[c:1]1(-[c:7]2[o:8][c:9]([C:15]([F:16])([F:17])[F:18])[c:10]([C:12](=[O:13])[OH:14])[n:11]2)[cH:2][cH:3][cH:4][cH:5][cH:6]1>>[c:1]1(-[c:7]2[o:8][c:9]([C:15]([F:16])([F:17])[F:18])[c:10]([C:12](=[O:14])[NH:19][c:20]3[cH:21][cH:22][c:23]([N:26]4[CH2:27][CH2:28][CH:29]([OH:32])[CH2:30][CH2:31]4)[n:24][cH:25]3)[n:11]2)[cH:2][cH:3][cH:4][cH:5][cH:6]1. The reactants are COCOC=1C=C(C=CC1)O (3-methoxymethoxy-phenol), S(O)(O)(=O)=O (sulfuric acid), C=CC(C)=C (isoprene). Solvent: C(Cl)(Cl)Cl (chloroform). Conditions: time 3 hour. Product: COCOC1=CC=C2C=CC(OC2=C1)(C)C (7-methoxymethoxy-2,2-dimethyl-2H-chromene). Yield: 69.0%. As a reaction SMILES: [CH3:1][O:2][CH2:3][O:4][C:5]1[CH:6]=[C:7]([OH:11])[CH:8]=[CH:9][CH:10]=1.S(=O)(=O)(O)O.[CH2:17]=[CH:18][C:19](=[CH2:21])[CH3:20]>C(Cl)(Cl)Cl>[CH3:1][O:2][CH2:3][O:4][C:5]1[CH:6]=[C:7]2[C:8]([CH:17]=[CH:18][C:19]([CH3:21])([CH3:20])[O:11]2)=[CH:9][CH:10]=1. Reported procedure: 7.7 g (50 millimoles) of 3-methoxymethoxy-phenol and 110 g of 50% sulfuric acid are dissolved in 150 g of chloroform, whereupon 6.8 g of isoprene are added at 60° C. within 20 minutes. The reaction mixture is allowed to stated at 60° C. for 3 hours, separated, the organic phase is evaporated and the residue is heated to boiling in the presence of 2.5 g of dichloro-dicyano-benzoquinone in 100 ml of dioxane for 10 hours. Then one proceeds as described in Example 8. Thus 7.6 g of the desired compou... Reactants: C(CCC)C=1N(C(=C(N1)Cl)C(=O)OC(C)OC(=O)OCCC([C@H]([C@@H](C)O[N+](=O)[O-])O[N+](=O)[O-])C)CC1=CC=C(C=C1)C1=C(C=CC=C1)C1=NN=NN1C(C1=CC=CC=C1)(C1=CC=CC=C1)C1=CC=CC=C1 (1-[({[(4R,5R)-3-methyl-4,5-bis(nitrooxy)hexyl]oxy}carbonyl)oxy]ethyl 2-butyl-4-chloro-1-{[2′-(1-trityl-1H-tetrazol-5-yl)biphenyl-4-yl]methyl}-1H-imidazole-5-carboxylate), CO (MeOH). Run in C(Cl)Cl (CH2Cl2). Run at temperature 70 celsius. Yields the product C(CCC)C=1N(C(=C(N1)Cl)C(=O)OC(C)OC(=O)OCCC([C@H]([C@@H](C)O[N+](=O)[O-])O[N+](=O)[O-])C)CC1=CC=C(C=C1)C1=C(C=CC=C1)C1=NN=NN1 (1-[({[(4R,5R)-3-methyl-4,5-bis(nitrooxy)hexyl]oxy}carbonyl)oxy]ethyl 2-butyl-4-chloro-1-{[2′-(1H-tetrazol-5-yl)biphenyl-4-yl]methyl}-1H-imidazole-5-carboxylate). RXN SMILES: [CH2:1]([C:5]1[N:6]([CH2:35][C:36]2[CH:41]=[CH:40][C:39]([C:42]3[CH:47]=[CH:46][CH:45]=[CH:44][C:43]=3[C:48]3[N:52](C(C4C=CC=CC=4)(C4C=CC=CC=4)C4C=CC=CC=4)[N:51]=[N:50][N:49]=3)=[CH:38][CH:37]=2)[C:7]([C:11]([O:13][CH:14]([O:16][C:17]([O:19][CH2:20][CH2:21][CH:22]([CH3:34])[C@@H:23]([O:30][N+:31]([O-:33])=[O:32])[C@H:24]([O:26][N+:27]([O-:29])=[O:28])[CH3:25])=[O:18])[CH3:15])=[O:12])=[C:8]([Cl:10])[N:9]=1)[CH2:2][CH2:3][CH3:4].CO>C(Cl)Cl>[CH2:1]([C:5]1[N:6]([CH2:35][C:36]2[CH:41]=[CH:40][C:39]([C:42]3[CH:47]=[CH:46][CH:45]=[CH:44][C:43]=3[C:48]3[NH:52][N:51]=[N:50][N:49]=3)=[CH:38][CH:37]=2)[C:7]([C:11]([O:13][CH:14]([O:16][C:17]([O:19][CH2:20][CH2:21][CH:22]([CH3:34])[C@@H:23]([O:30][N+:31]([O-:33])=[O:32])[C@H:24]([O:26][N+:27]([O-:29])=[O:28])[CH3:25])=[O:18])[CH3:15])=[O:12])=[C:8]([Cl:10])[N:9]=1)[CH2:2][CH2:3][CH3:4]. Procedure: 1-[({[(4R,5R)-3-methyl-4,5-bis(nitrooxy)hexyl]oxy}carbonyl)oxy]ethyl 2-butyl-4-chloro-1-{[2′-(1-trityl-1H-tetrazol-5-yl)biphenyl-4-yl]methyl}-1H-imidazole-5-carboxylate (1.08 g, 1.09 mmol) was dissolved in CH2Cl2 (3 mL) and MeOH was added (17 mL). The solution was heated in a microwave apparatus (70° C., 40 minutes). The solution was then concentrated and the residue was purified by flash chromatography (Biotage SP1, SNAP 100 g column, CH2Cl2/MeOH 98:2) affording the title compound. Reactants: Br, Cc1cc(C)c(N)c(Cl)n1, [Cu]Br, O=N[O-], [Na+], O. The product is Cc1cc(C)c(Br)c(Cl)n1. As a reaction SMILES: [BrH:15].[Cl:1][c:2]1[n:3][c:4]([CH3:10])[cH:5][c:6]([CH3:9])[c:7]1[NH2:8].[Cu:17][Br:18].[N:11]([O-:12])=[O:13].[Na+:14].[OH2:16]>>[Cl:1][c:2]1[n:3][c:4]([CH3:10])[cH:5][c:6]([CH3:9])[c:7]1[Br:15]. The reactants are CCCC[N+](CCCC)(CCCC)CCCC, CCC(C)=O, [I-], [I-], [Na+], COCOc1ccc(C2COc3cc(OCOC)ccc3C2(O)c2ccc(OCCOCCCl)cc2)cc1. Product: COCOc1ccc(C2COc3cc(OCOC)ccc3C2(O)c2ccc(OCCOCCI)cc2)cc1. As a reaction SMILES: [CH2:47]([N+:48]([CH2:49][CH2:50][CH2:51][CH3:52])([CH2:53][CH2:54][CH2:55][CH3:56])[CH2:57][CH2:58][CH2:59][CH3:60])[CH2:61][CH2:62][CH3:63].[CH3:41][C:42](=[O:43])[CH2:44][CH3:45].[I-:40].[I-:46].[Na+:39].[OH:1][C:2]1([c:26]2[cH:27][cH:28][c:29]([O:32][CH2:33][CH2:34][O:35][CH2:36][CH2:37][Cl:38])[cH:30][cH:31]2)[CH:3]([c:16]2[cH:17][cH:18][c:19]([O:22][CH2:23][O:24][CH3:25])[cH:20][cH:21]2)[CH2:4][O:5][c:6]2[cH:7][c:8]([O:12][CH2:13][O:14][CH3:15])[cH:9][cH:10][c:11]21>>[OH:1][C:2]1([c:26]2[cH:27][cH:28][c:29]([O:32][CH2:33][CH2:34][O:35][CH2:36][CH2:37][I:40])[cH:30][cH:31]2)[CH:3]([c:16]2[cH:17][cH:18][c:19]([O:22][CH2:23][O:24][CH3:25])[cH:20][cH:21]2)[CH2:4][O:5][c:6]2[cH:7][c:8]([O:12][CH2:13][O:14][CH3:15])[cH:9][cH:10][c:11]21. Starting materials: COC=1C=C(C=CC1OC)NC1=NN2C(NC(C3=CC=CC=C23)=O)=N1 (2-(3,4-Dimethoxy-phenylamino)-4H-[1,2,4]triazolo[1,5-a]quinazolin-5-one), P(=O)(Cl)(Cl)Cl (phosphorus oxychloride). Conditions: temperature 90 celsius. Product: ClC1=NC=2N(C3=CC=CC=C13)N=C(N2)NC2=CC(=C(C=C2)OC)OC ((5-Chloro-[1,2,4]triazolo[1,5-a]quinazolin-2-yl)-(3,4-dimethoxy-phenyl)-amine). RXN SMILES: [CH3:1][O:2][C:3]1[CH:4]=[C:5]([NH:11][C:12]2[N:25]=[C:15]3[NH:16][C:17](=O)[C:18]4[C:23]([N:14]3[N:13]=2)=[CH:22][CH:21]=[CH:20][CH:19]=4)[CH:6]=[CH:7][C:8]=1[O:9][CH3:10].P(Cl)(Cl)([Cl:28])=O>>[Cl:28][C:17]1[C:18]2[C:23](=[CH:22][CH:21]=[CH:20][CH:19]=2)[N:14]2[N:13]=[C:12]([NH:11][C:5]3[CH:6]=[CH:7][C:8]([O:9][CH3:10])=[C:3]([O:2][CH3:1])[CH:4]=3)[N:25]=[C:15]2[N:16]=1. Procedure: A suspension of 2-(3,4-Dimethoxy-phenylamino)-4H-[1,2,4]triazolo[1,5-a]quinazolin-5-one (57 mg) in phosphorus oxychloride (5 mL) was heated at 90° C. for 2 h. Evaporation. The residue was suspended in dichloromethane, washed with cold sodium bicarbonate, brine and dried (Na2SO4). Filtration and concentration gave crude (5-Chloro-[1,2,4]triazolo[1,5-a]quinazolin-2-yl)-(3,4-dimethoxy-phenyl)-amine (68 mg). LC-MS: m/e=356.1 (M+H), Starting materials: O (Water), C1(=CC=CC=C1)N1CCC(CC1)=O (1-Phenylpiperidin-4-one), ice water, C(#N)[BH3-].[Na+] (sodium cyanoborohydride), C(C)(=O)[O-].[NH4+] (ammonium acetate). Solvent: CO (methanol), C(C)(=O)O (acetic acid). Reaction conditions: time 4 hour. The product is C1(=CC=CC=C1)N1CCC(CC1)N (1-Phenylpiperidin-4-ylamine). RXN SMILES: [C:1]1([N:7]2[CH2:12][CH2:11][C:10](=O)[CH2:9][CH2:8]2)[CH:6]=[CH:5][CH:4]=[CH:3][CH:2]=1.C([O-])(=O)C.[NH4+].C([BH3-])#[N:20].[Na+].O>CO.C(O)(=O)C>[C:1]1([N:7]2[CH2:12][CH2:11][CH:10]([NH2:20])[CH2:9][CH2:8]2)[CH:6]=[CH:5][CH:4]=[CH:3][CH:2]=1 |f:1.2,3.4|. Reported procedure: 1-Phenylpiperidin-4-one (3.0 g, 17.1 mmol) was dissolved in methanol (250 mL) and acetic acid (147 mL), and ammonium acetate (67 g, 870 mmol) was added portionwise. The mixture was stirred for 4 hrs at room temperature, then cooled to 0° C. (ice-water) and sodium cyanoborohydride (1.6 g, 25 mmol) was added, then the reaction mixture was stirred at room temperature for 18 hrs. Water (20 mL) was added, and the mixture was concentrated under reduced pressure. The residue was adjusted to pH 12 with ...